Task: describe an organic reaction: reactants, conditions, products, and yield. Dataset: the Open Reaction Database (ORD), a public repository of structured organic reaction records Starting materials: N1C=NC=C1 (imidazole), C([O-])(O)=O.[Na+] (sodium bicarbonate), C(CCC=C)Br (Pent-4-enyl bromide). Run in CO (methanol). Conditions: time 50 hour. The product is C(CCC=C)N1C=NC=C1 (1-(pent-4-enyl)imidazole). As a reaction SMILES: [CH2:1](Br)[CH2:2][CH2:3][CH:4]=[CH2:5].[NH:7]1[CH:11]=[CH:10][N:9]=[CH:8]1.C(=O)(O)[O-].[Na+]>CO>[CH2:1]([N:7]1[CH:11]=[CH:10][N:9]=[CH:8]1)[CH2:2][CH2:3][CH:4]=[CH2:5] |f:2.3|. Procedure details: Pent-4-enyl bromide (10 g, 0.067 mole) was added dropwise to a stirred refluxing mixture of imidazole (9 g; 0.132 mole) and sodium bicarbonate (11 g; 0.13 mole) in methanol (50 ml). After addition the mixture was stirred for a further 50 hours under reflux. The reaction mixture was filtered to remove the insoluble matter and the filtrate evaporated to a yellow oil. This oil was taken up in 2M HCl (150 ml) and washed with ether (50 ml). The acid solution was then basified with 10M NaOH (about 30 ... Starting materials: CC=1C=C(OC1C)C(=O)C1=NC(=CC=C1)C ((4,5-Dimethylfuran-2-yl)-(6-methyl-pyridin-2-yl)-methanone), N (ammonia). Solvent: CO (methanol). Conditions: temperature 160 celsius, time 8 hour. The product is CC=1C=C(C(=NC1C)C1=NC(=CC=C1)C)O (5,6,6′-trimethyl-[2,2′]bipyridin-3-ol). Isolated yield 93.0%. As a reaction SMILES: [CH3:1][C:2]1[CH:3]=[C:4]([C:8]([C:10]2[CH:15]=[CH:14][CH:13]=[C:12]([CH3:16])[N:11]=2)=O)[O:5][C:6]=1[CH3:7].[NH3:17]>CO>[CH3:1][C:2]1[CH:3]=[C:4]([OH:5])[C:8]([C:10]2[CH:15]=[CH:14][CH:13]=[C:12]([CH3:16])[N:11]=2)=[N:17][C:6]=1[CH3:7]. Procedure details: (4,5-Dimethylfuran-2-yl)-(6-methyl-pyridin-2-yl)-methanone (810 mg), methanol (7 ml), and a 28% aqueous ammonia solution (7 ml) were placed in a sealed tube, and the mixture was stirred at 160° C. overnight. The reaction solution was cooled to room temperature, the solvent was then removed by distillation under the reduced pressure, and the residue was purified by column chromatography using hexane-ethyl acetate to give 5,6,6′-trimethyl-[2,2′]bipyridin-3-ol (753 mg, yield 93%). Starting materials: O=C1C(O)=C(O)[C@H](O1)[C@@H](O)CO.OCC(O)CO (ascorbic acid glycerol), powder, CCCCCCCC/C=C\CCCCCCCC(=O)OC[C@H]([C@@H]1[C@@H]([C@H](CO1)O)O)O (Span 80), thickened oil, O=C1C(O)=C(O)[C@H](O1)[C@@H](O)CO (L-Ascorbic acid), O=C1C(O)=C(O)[C@H](O1)[C@@H](O)CO.OCC(O)CO (ascorbic acid glycerol). The solvent is OCC(O)CO (glycerol). The product is OCC(O)CO.O=C1C(O)=C(O)[C@H](O1)[C@@H](O)CO.CCCCCCCC/C=C\CCCCCCCC(=O)OC[C@H]([C@@H]1[C@@H]([C@H](CO1)O)O)O (glycerol ascorbic acid Span 80). Reaction SMILES: [O:1]=[C:2]1O[C@H]([C@H](CO)O)[C:5]([OH:6])=[C:3]1[OH:4].[O:13]=[C:14]1[O:20][C@H:19]([C@H:21]([CH2:23][OH:24])[OH:22])[C:17]([OH:18])=[C:15]1[OH:16].OCC(CO)O.[CH3:31][CH2:32][CH2:33][CH2:34][CH2:35][CH2:36][CH2:37][CH2:38]/[CH:39]=[CH:40]\[CH2:41][CH2:42][CH2:43][CH2:44][CH2:45][CH2:46][CH2:47][C:48]([O:50][CH2:51][C@@H:52]([OH:60])[C@H:53]1[O:57][CH2:56][C@H:55]([OH:58])[C@H:54]1[OH:59])=[O:49]>OCC(CO)O>[OH:1][CH2:2][CH:3]([CH2:5][OH:6])[OH:4].[O:13]=[C:14]1[O:20][C@H:19]([C@H:21]([CH2:23][OH:24])[OH:22])[C:17]([OH:18])=[C:15]1[OH:16].[CH3:31][CH2:32][CH2:33][CH2:34][CH2:35][CH2:36][CH2:37][CH2:38]/[CH:39]=[CH:40]\[CH2:41][CH2:42][CH2:43][CH2:44][CH2:45][CH2:46][CH2:47][C:48]([O:50][CH2:51][C@@H:52]([OH:60])[C@H:53]1[O:57][CH2:56][C@H:55]([OH:58])[C@H:54]1[OH:59])=[O:49] |f:1.2,5.6.7|. Procedure details: L-Ascorbic acid (50 mg) was dissolved in a 1 mL glycerol solution by heating and stirring the mixture. After being cooled to room temperature, the ascorbic acid/glycerol solution was mixed with GCSF powder (45.3 mg) and Span 80 (250 mL). 3.75 mL thickened oil (3% AIMS) prepared as described above was added to the G-CSF/ascorbic acid/glycerol mixture and ground together to give a viscous oil suspension (G-CSF/20% glycerol+ascorbic acid/Span 80/3% AIMS/oil).